This data is from the Open Reaction Database (ORD), a public repository of structured organic reaction records. The task is: describe an organic reaction: reactants, conditions, products, and yield The reactants are CCC(CC)(c1ccc(C#CC(OCOC)(C(F)(F)F)C(F)(F)F)c(C)c1)c1ccc(B2OC(C)(C)C(C)(C)O2)c(C)c1, CCOC(=O)Cc1ccc(Br)nc1, CN(C)C=O, [K+], [K+], [K+], O=P([O-])([O-])[O-], c1ccc(P(c2ccccc2)(c2ccccc2)[Pd](P(c2ccccc2)(c2ccccc2)c2ccccc2)(P(c2ccccc2)(c2ccccc2)c2ccccc2)P(c2ccccc2)(c2ccccc2)c2ccccc2)cc1. Yields the product CCOC(=O)Cc1ccc(-c2ccc(C(CC)(CC)c3ccc(C#CC(OCOC)(C(F)(F)F)C(F)(F)F)c(C)c3)cc2C)nc1. As a reaction SMILES: [CH2:1]([CH3:2])[C:3]([CH2:4][CH3:5])([c:6]1[cH:7][c:8]([CH3:27])[c:9]([C:12]#[C:13][C:14]([C:15]([F:16])([F:17])[F:18])([C:19]([F:20])([F:21])[F:22])[O:23][CH2:24][O:25][CH3:26])[cH:10][cH:11]1)[c:28]1[cH:29][c:30]([CH3:43])[c:31]([B:34]2[O:35][C:36]([CH3:37])([CH3:38])[C:39]([CH3:40])([CH3:41])[O:42]2)[cH:32][cH:33]1.[CH2:44]([CH3:45])[O:46][C:47]([CH2:48][c:49]1[cH:50][n:51][c:52]([Br:55])[cH:53][cH:54]1)=[O:56].[CH3:142][N:143]([CH3:144])[CH:145]=[O:146].[K+:62].[K+:63].[K+:64].[P:57]([O-:58])([O-:59])([O-:60])=[O:61].[cH:65]1[cH:66][cH:67][c:68]([P:69]([Pd:70]([P:71]([c:72]2[cH:73][cH:74][cH:75][cH:76][cH:77]2)([c:78]2[cH:79][cH:80][cH:81][cH:82][cH:83]2)[c:84]2[cH:85][cH:86][cH:87][cH:88][cH:89]2)([P:90]([c:91]2[cH:92][cH:93][cH:94][cH:95][cH:96]2)([c:97]2[cH:98][cH:99][cH:100][cH:101][cH:102]2)[c:103]2[cH:104][cH:105][cH:106][cH:107][cH:108]2)[P:109]([c:110]2[cH:111][cH:112][cH:113][cH:114][cH:115]2)([c:116]2[cH:117][cH:118][cH:119][cH:120][cH:121]2)[c:122]2[cH:123][cH:124][cH:125][cH:126][cH:127]2)([c:128]2[cH:129][cH:130][cH:131][cH:132][cH:133]2)[c:134]2[cH:135][cH:136][cH:137][cH:138][cH:139]2)[cH:140][cH:141]1>>[CH2:1]([CH3:2])[C:3]([CH2:4][CH3:5])([c:6]1[cH:7][c:8]([CH3:27])[c:9]([C:12]#[C:13][C:14]([C:15]([F:16])([F:17])[F:18])([C:19]([F:20])([F:21])[F:22])[O:23][CH2:24][O:25][CH3:26])[cH:10][cH:11]1)[c:28]1[cH:29][c:30]([CH3:43])[c:31](-[c:52]2[n:51][cH:50][c:49]([CH2:48][C:47]([O:46][CH2:44][CH3:45])=[O:56])[cH:54][cH:53]2)[cH:32][cH:33]1. Reactants: C(C=CC1=CC=CC=C1)=O (cinnamaldehyde), C(C)(=O)OC(C)=O (acetic anhydride), C(C)(=O)[O-].[K+] (potassium acetate), C(C)(=O)[O-].[Na+] (sodium acetate). Run in C(C)(=O)O.C(C)(=O)OC(C)=O (acetic acid acetic anhydride). Product: C1(=CC=CC=C1)C=CC=CC(=O)O (5-phenyl-2,4-pentadienoic acid). RXN SMILES: [CH:1](=O)[CH:2]=[CH:3][C:4]1[CH:9]=[CH:8][CH:7]=[CH:6][CH:5]=1.[C:11]([O:14]C(=O)C)(=[O:13])[CH3:12].C([O-])(=O)C.[K+].C([O-])(=O)C.[Na+]>C(O)(=O)C.C(OC(=O)C)(=O)C>[C:4]1([CH:3]=[CH:2][CH:1]=[CH:12][C:11]([OH:14])=[O:13])[CH:9]=[CH:8][CH:7]=[CH:6][CH:5]=1 |f:2.3,4.5,6.7|. Procedure: Into a one liter round bottom flask equipped with a stirrer, condenser, thermometer and heating mantle, 198 grams (1.5 mols) of cinnamaldehyde, 230 grams (2.25 mols) of acetic anhydride, 25 grams (0.25 mols) potassium acetate, and 49 grams (0.60 mols) of sodium acetate were charged. The contents were brought up to 145° C. and maintained at 145°-150° C. for ninety minutes. Approximately 100 ml of acetic acid/acetic anhydride were stripped off leaving a red brown slurry. The resultant slurry was c... Starting materials: COC(=O)COc1ccc(-c2ccc([N+](=O)[O-])cc2)cc1, CO. Product: COC(=O)COc1ccc(-c2ccc(N)cc2)cc1. Reaction SMILES: [CH3:1][O:2][C:3]([CH2:4][O:5][c:6]1[cH:7][cH:8][c:9](-[c:12]2[cH:13][cH:14][c:15]([N+:18]([O-:19])=[O:20])[cH:16][cH:17]2)[cH:10][cH:11]1)=[O:21].[CH3:22][OH:23]>>[CH3:1][O:2][C:3]([CH2:4][O:5][c:6]1[cH:7][cH:8][c:9](-[c:12]2[cH:13][cH:14][c:15]([NH2:18])[cH:16][cH:17]2)[cH:10][cH:11]1)=[O:21].